From a dataset of the Open Reaction Database (ORD), a public repository of structured organic reaction records. describe an organic reaction: reactants, conditions, products, and yield Reactants: C(C)(C)(C)OC(=O)N1CCC(CC1)NS(=O)(=O)C1=CC=C(C=2CCCCC12)C#N (4-(4-Cyano-5,6,7,8-tetrahydro-naphthalene-1-sulfonylamino)-piperidine-1-carboxylic acid tert-butyl ester), C(C)(C)O (isopropanol). The solvent is [OH-].[K+] (KOH). Reaction conditions: temperature 80 celsius, time 5 day. The product is C(C)(C)(C)OC(=O)N1CCC(CC1)NS(=O)(=O)C1=CC=C(C=2CCCCC12)C(N)=O (4-(4-carbamoyl-5,6,7,8-tetrahydro-naphthalene-1-sulfonylamino)-piperidine-1-carboxylic acid tert-butyl ester). RXN SMILES: [C:1]([O:5][C:6]([N:8]1[CH2:13][CH2:12][CH:11]([NH:14][S:15]([C:18]2[C:27]3[CH2:26][CH2:25][CH2:24][CH2:23][C:22]=3[C:21]([C:28]#[N:29])=[CH:20][CH:19]=2)(=[O:17])=[O:16])[CH2:10][CH2:9]1)=[O:7])([CH3:4])([CH3:3])[CH3:2].C([OH:33])(C)C>[OH-].[K+]>[C:1]([O:5][C:6]([N:8]1[CH2:9][CH2:10][CH:11]([NH:14][S:15]([C:18]2[C:27]3[CH2:26][CH2:25][CH2:24][CH2:23][C:22]=3[C:21]([C:28](=[O:33])[NH2:29])=[CH:20][CH:19]=2)(=[O:17])=[O:16])[CH2:12][CH2:13]1)=[O:7])([CH3:4])([CH3:2])[CH3:3] |f:2.3|. Procedure: 4-(4-Cyano-5,6,7,8-tetrahydro-naphthalene-1-sulfonylamino)-piperidine-1-carboxylic acid tert-butyl ester (545 mg, 1.30 mmol) was dissolved in a mixture of isopropanol (2 ml) and 2N KOH (4 mL). The reaction was stirred for 5 days at 80° C. The isopropanol was removed in vacuo and the residue was diluted with H2O (20 mL). The mixture was charged to a separatory funnel and extracted three times with dichloromethane. The combined organic layers were washed with brine, dried over MgSO4, and concentra... The reactants are N1=CC=C(C=C1)NC1=NC=CC=C1[N+](=O)[O-] (2-(4-pyridylamino)-3-nitro-pyridine), [H][H] (hydrogen). Run in C(C)O (ethanol). Product: N1=CC=C(C=C1)NC1=NC=CC=C1N (2-(4-pyridylamino)-3-amino-pyridine), powder. Reaction SMILES: [N:1]1[CH:6]=[CH:5][C:4]([NH:7][C:8]2[C:13]([N+:14]([O-])=O)=[CH:12][CH:11]=[CH:10][N:9]=2)=[CH:3][CH:2]=1.[H][H]>C(O)C>[N:1]1[CH:2]=[CH:3][C:4]([NH:7][C:8]2[C:13]([NH2:14])=[CH:12][CH:11]=[CH:10][N:9]=2)=[CH:5][CH:6]=1. Procedure details: A solution of 16.5 g of 2-(4-pyridylamino)-3-nitro-pyridine in 400 ml of 95% ethanol containing 1.6 g of 10% palladized carbon was hydrogenated at 30°-40° C. at atmospheric pressure until 5.8 liters of hydrogen were absorbed and the mixture was filtered to remove the catalyst. The filtrate was evaporated to dryness and the residue was taken up in petroleum ether. The mixture was filtered to obtain 13.5 g (95% yield) of raw product melting at 202°-204° C. which was crystallized from 95% ethanol t... The reactants are NC1=NC(=CC(=C1)C)C (2-amino-4,6-dimethylpyridine), N(=C=O)S(=O)(=O)C1=C(C(=O)OC)C=CC=C1 (methyl 2-isocyanatosulfonylbenzoate). The solvent is C(Cl)Cl (methylene chloride). Conditions: time 1 hour. Product: CC1=CC(=NC(=C1)C)NC(=O)NS(=O)(=O)C1=C(C(=O)OC)C=CC=C1 (2-[[(4,6-dimethyl-2-pyridinyl)aminocarbonyl]aminosulfonyl]benzoic acid, methyl ester). Yield: 50.4%. RXN SMILES: [NH2:1][C:2]1[CH:7]=[C:6]([CH3:8])[CH:5]=[C:4]([CH3:9])[N:3]=1.[N:10]([S:13]([C:16]1[CH:25]=[CH:24][CH:23]=[CH:22][C:17]=1[C:18]([O:20][CH3:21])=[O:19])(=[O:15])=[O:14])=[C:11]=[O:12]>C(Cl)Cl>[CH3:8][C:6]1[CH:5]=[C:4]([CH3:9])[N:3]=[C:2]([NH:1][C:11]([NH:10][S:13]([C:16]2[CH:25]=[CH:24][CH:23]=[CH:22][C:17]=2[C:18]([O:20][CH3:21])=[O:19])(=[O:15])=[O:14])=[O:12])[CH:7]=1. Reported procedure: To 1.2 g of 2-amino-4,6-dimethylpyridine in 30 ml of methylene chloride at ambient temperature was added dropwise, with stirring 2.4 g of methyl 2-isocyanatosulfonylbenzoate. After stirring for one hour at room temperature a solid precipitated from the mixture. Filtration yielded 1.8 g of a crystalline white solid which melted at 181°-182° C. and showed absorption peaks by infrared spectroscopy at 1750, 1700, 1630 and 1580 cm-1. The nuclear magnetic resonance spectrum (60 mc) showed peaks at 7-8... Reactants: C([C@@H]1[C@H]([C@@H]([C@H]([C@H](O1)O[C@]2([C@H]([C@@H]([C@H](O2)CO)O)O)CO)O)O)O)O (sucrose), C([C@@H]1[C@H]([C@@H]([C@H]([C@H](O1)O[C@]2([C@H]([C@@H]([C@H](O2)CO)O)O)CO)O)O)O)O (sucrose), C(C=C)(=O)OCC1CO1 (GA), COC1=CC=C(C=C1)O (p-methoxyphenol), C(C=C)(=O)OCC1CO1 (Glycidyl acrylate), [Al] (aluminum). Run in P(=O)([O-])([O-])[O-] (phosphate), solution. Product: C([C@@H]1[C@H]([C@@H]([C@H]([C@H](O1)O[C@]2([C@H]([C@@H]([C@H](O2)CO)O)O)CO)O)O)O)O.C(C=C)(=O)[O-] (sucrose acrylate). As a reaction SMILES: [CH2:1]([OH:23])[C@H:2]1[O:7][C@H:6]([O:8][C@:9]2([CH2:18][OH:19])[O:13][C@H:12]([CH2:14][OH:15])[C@@H:11]([OH:16])[C@@H:10]2[OH:17])[C@H:5]([OH:20])[C@@H:4]([OH:21])[C@@H:3]1[OH:22].COC1C=CC(O)=CC=1.[C:33]([O:37]CC1OC1)(=[O:36])[CH:34]=[CH2:35].[Al]>P([O-])([O-])([O-])=O>[CH2:1]([OH:23])[C@H:2]1[O:7][C@H:6]([O:8][C@:9]2([CH2:18][OH:19])[O:13][C@H:12]([CH2:14][OH:15])[C@@H:11]([OH:16])[C@@H:10]2[OH:17])[C@H:5]([OH:20])[C@@H:4]([OH:21])[C@@H:3]1[OH:22].[C:33]([O-:37])(=[O:36])[CH:34]=[CH2:35] |f:5.6|. Procedure: Four batches of sucrose acrylate monomers were prepared. For each batch, 10 g of sucrose, 1.9 g of TAB (99%), and a small amount of p-methoxyphenol, which was used as a polymerization inhibitor, were dissolved in 20 ml phosphate buffered aqueous solution (pH 7.2, 0.05 M) in a 200 ml Erlenmeyer flask equipped with magnetic stirrer. The TAB was used as a phase transfer catalyst. Glycidyl acrylate (GA) (Lancaster Synthesis, Inc.; Windham, N.H.) was added to each batch to make sucrose:GA ratios of 1... Reactants: BrC=1C=NNC1 (4-bromo-1H-pyrazole), C(Br)(Br)(F)F (CBr2F2), CC(=O)C.C(=O)=O (acetone dry ice), suspension, [H-].[Na+] (NaH), oil. The solvent is CN(C)C=O (DMF), CN(C)C=O (DMF), O (water), CN(C)C=O (DMF), CCCCCC (hexane). Reaction conditions: temperature 0 celsius, time 5 minute. Product: BrC=1C=NN(C1)C(F)(F)Br (4-bromo-1-(bromodifluoromethyl)-1H-pyrazole). Yield: 108.5%. RXN SMILES: [H-].[Na+].[Br:3][C:4]1[CH:5]=[N:6][NH:7][CH:8]=1.CC(C)=O.C(=O)=O.[C:16]([F:20])([F:19])(Br)[Br:17]>CCCCCC.CN(C=O)C.O>[Br:3][C:4]1[CH:5]=[N:6][N:7]([C:16]([Br:17])([F:20])[F:19])[CH:8]=1 |f:0.1,3.4|. Procedure: 60% suspension of NaH in oil (19.2 g, 0.48 mol) was washed with hexane (3×150 mL), suspended in DMF (200 mL) and cooled to 0° C. under N2. Then, a solution of bromide 4 (61.7 g, 0.42 mol) in DMF (80 mL) was added dropwise over a period of 30 min while maintaining the temperature of the mixture below 0° C. (acetone-dry ice bath at −10° C.). The mixture was stirred at 0° C. for 5 min and a solution of CBr2F2 (47.4 mL, 0.515 mol) in DMF (60 mL) was added dropwise at <0° C. over a period of 30 min. ...